Dataset: the Open Reaction Database (ORD), a public repository of structured organic reaction records. Task: describe an organic reaction: reactants, conditions, products, and yield The reactants are CCc1cccc2cc[nH]c12, O=C(OC(=O)C(F)(F)F)C(F)(F)F, [Na+], CN(C)C=O, [OH-], O. The product is CCc1cccc2c(C(=O)O)c[nH]c12. Reaction SMILES: [CH2:1]([CH3:2])[c:3]1[cH:4][cH:5][cH:6][c:7]2[cH:8][cH:9][nH:10][c:11]12.[F:18][C:19]([F:20])([F:21])[C:22]([O:23][C:24](=[O:25])[C:26]([F:27])([F:28])[F:29])=[O:30].[Na+:32].[O:13]=[CH:14][N:15]([CH3:16])[CH3:17].[OH-:31].[OH2:12]>>[CH2:1]([CH3:2])[c:3]1[cH:4][cH:5][cH:6][c:7]2[c:8]([C:14](=[O:12])[OH:13])[cH:9][nH:10][c:11]12. Reactants: Cl (HCl), [Cl-].[Na+] (sodium chloride), NC1=NC(=CC(=N1)OC)OC (2-Amino-4,6-dimethoxypyrimidine), [H-].[Na+] (sodium hydride), COC(OC)=O (dimethylcarbonate). Run in O1CCCC1 (tetrahydrofuran). Conditions: temperature 25 celsius, time 0.5 hour. Product: COC(NC1=NC(=CC(=N1)OC)OC)=O (Methyl(4,6-dimethoxypyrimidin-2-yl)carbamate). The yield is 70.2%. RXN SMILES: [NH2:1][C:2]1[N:7]=[C:6]([O:8][CH3:9])[CH:5]=[C:4]([O:10][CH3:11])[N:3]=1.[H-].[Na+].[CH3:14][O:15][C:16](=O)[O:17]C.Cl.[Cl-].[Na+]>O1CCCC1>[CH3:14][O:15][C:16](=[O:17])[NH:1][C:2]1[N:3]=[C:4]([O:10][CH3:11])[CH:5]=[C:6]([O:8][CH3:9])[N:7]=1 |f:1.2,5.6|. Reported procedure: 2-Amino-4,6-dimethoxypyrimidine (56 g) was added portionwise to 50% sodium hydride (42.8 g) in 1000 ml of dry tetrahydrofuran. After stirring for 0.5 hour, dimethylcarbonate (58.5 g) was added dropwise with cooling. The mixture was stirred under nitrogen for about 16 hours at ambient temperature. Concentrated HCl (80 ml) was added slowly as external cooling was used to maintain a pot temperature of about 25° C. Saturated aqueous sodium chloride (80 ml) was then added. The solvents were decanted ... Product: O=C1Nc2cc(CN3CCN(c4ccc(Cl)cc4)CC3)cnc2N2CCSCC12. Reactants: C[P+](C)(C)CC#N, CCC#N, CCN(C(C)C)C(C)C, Clc1ccc(N2CCNCC2)cc1, Cl, [I-], O, O=C1Nc2cc(CO)cnc2N2CCSCC12. RXN SMILES: [C:19]([CH2:20][P+:21]([CH3:22])([CH3:23])[CH3:24])#[N:25].[C:49](#[N:50])[CH2:51][CH3:52].[CH2:26]([N:27]([CH:28]([CH3:29])[CH3:30])[CH:31]([CH3:32])[CH3:33])[CH3:34].[Cl:36][c:37]1[cH:38][cH:39][c:40]([N:43]2[CH2:44][CH2:45][NH:46][CH2:47][CH2:48]2)[cH:41][cH:42]1.[ClH:35].[I-:18].[OH2:53].[OH:1][CH2:2][c:3]1[cH:4][c:5]2[c:10]([n:11][cH:12]1)[N:9]1[CH:8]([C:7](=[O:17])[NH:6]2)[CH2:16][S:15][CH2:14][CH2:13]1>>[CH2:2]([c:3]1[cH:4][c:5]2[c:10]([n:11][cH:12]1)[N:9]1[CH:8]([C:7](=[O:17])[NH:6]2)[CH2:16][S:15][CH2:14][CH2:13]1)[N:46]1[CH2:45][CH2:44][N:43]([c:40]2[cH:39][cH:38][c:37]([Cl:36])[cH:42][cH:41]2)[CH2:48][CH2:47]1. The reactants are CCN(CC)C(=O)NC1CC2c3cc(C4SCCS4)cc4[nH]c(C)c(c34)CC2N(C)C1, CO. As a reaction SMILES: [CH2:1]([CH3:2])[N:3]([C:4](=[O:5])[NH:6][CH:7]1[CH2:8][N:9]([CH3:29])[CH:10]2[CH2:11][c:12]3[c:13]([CH3:28])[nH:14][c:15]4[cH:16][c:17]([CH:23]5[S:24][CH2:25][CH2:26][S:27]5)[cH:18][c:19]([c:22]34)[CH:20]2[CH2:21]1)[CH2:30][CH3:31].[CH3:32][OH:33]>>[CH2:1]([CH3:2])[N:3]([C:4](=[O:5])[NH:6][CH:7]1[CH2:8][N:9]([CH3:29])[CH:10]2[CH2:11][c:12]3[c:13]([CH3:28])[nH:14][c:15]4[cH:16][c:17]([CH3:23])[cH:18][c:19]([c:22]34)[CH:20]2[CH2:21]1)[CH2:30][CH3:31]. Product: CCN(CC)C(=O)NC1CC2c3cc(C)cc4[nH]c(C)c(c34)CC2N(C)C1.